This data is from the Open Reaction Database (ORD), a public repository of structured organic reaction records. The task is: describe an organic reaction: reactants, conditions, products, and yield Reactants: O (water), ClCC(C)=O (Chloroacetone), C(=O)(O)[O-].[Na+] (NaHCO3), CC1=CC=C(C=C1)S (4-methylthiophenol). Run in CN(C)C=O (DMF). Run at temperature 55 celsius, time 1 hour. Product: C1(=CC=C(C=C1)SCC(C)=O)C (1-(p-tolyl sulfanyl)propan-2-one). Isolated yield 80.6%. Reaction SMILES: Cl[CH2:2][C:3](=[O:5])[CH3:4].C([O-])(O)=O.[Na+].[CH3:11][C:12]1[CH:17]=[CH:16][C:15]([SH:18])=[CH:14][CH:13]=1.O>CN(C=O)C>[C:12]1([CH3:11])[CH:17]=[CH:16][C:15]([S:18][CH2:2][C:3](=[O:5])[CH3:4])=[CH:14][CH:13]=1 |f:1.2|. Reported procedure: Chloroacetone (11.6 g, 125 mmol) and NaHCO3 (12.6 g, 150 mmol) were added to a solution of 4-methylthiophenol (10 g, 80.5 mmol) in dry DMF (50 mL). The mixture was stirred at 50-60° C. for 1 h. The cooled reaction mixture was poured into water (200 mL) and extracted with EtOAc (2×50 mL). The combined organic extracts were dried with K2CO3, evaporated to dryness and the residue was distilled (b.p. 145-148° C./12 mm) to give 11.7 g of 1-(p-tolyl sulfanyl)propan-2-one (81%). Reactants: O=C1CCCC(=O)O1, COCCOC, CC(C)(C)c1cc(Nc2ccccc2)cc(C(C)(C)C)c1O. The product is CC(C)(C)c1cc(N(C(=O)CCCC(=O)O)c2ccccc2)cc(C(C)(C)C)c1O. As a reaction SMILES: [C:1]1(=[O:8])[CH2:2][CH2:3][CH2:4][C:5](=[O:6])[O:7]1.[CH3:31][O:32][CH2:33][CH2:34][O:35][CH3:36].[NH:9]([c:10]1[cH:11][cH:12][cH:13][cH:14][cH:15]1)[c:16]1[cH:17][c:18]([C:27]([CH3:28])([CH3:29])[CH3:30])[c:19]([OH:26])[c:20]([C:22]([CH3:23])([CH3:24])[CH3:25])[cH:21]1>>[C:1]([CH2:2][CH2:3][CH2:4][C:5](=[O:6])[N:9]([c:10]1[cH:11][cH:12][cH:13][cH:14][cH:15]1)[c:16]1[cH:17][c:18]([C:27]([CH3:28])([CH3:29])[CH3:30])[c:19]([OH:26])[c:20]([C:22]([CH3:23])([CH3:24])[CH3:25])[cH:21]1)([OH:7])=[O:8]. Starting materials: OC=1C=C(C=O)C=CC1 (3-hydroxybenzaldehyde), [H-].[Na+] (NaH), CN(CCCCl)C (3-dimethylaminopropyl chloride). Run in C1(=CC=CC=C1)C (toluene). The product is CN(CCCOC=1C=C(C=O)C=CC1)C (3-(3-Dimethylaminopropoxy)benzaldehyde). Isolated yield 66.6%. As a reaction SMILES: [OH:1][C:2]1[CH:3]=[C:4]([CH:7]=[CH:8][CH:9]=1)[CH:5]=[O:6].[H-].[Na+].[CH3:12][N:13]([CH3:18])[CH2:14][CH2:15][CH2:16]Cl>C1(C)C=CC=CC=1>[CH3:12][N:13]([CH3:18])[CH2:14][CH2:15][CH2:16][O:1][C:2]1[CH:3]=[C:4]([CH:7]=[CH:8][CH:9]=1)[CH:5]=[O:6] |f:1.2|. Reported procedure: The reaction between 61.0 g (0.50 mole) of 3-hydroxybenzaldehyde, 24.0 g of 50% NaH (0.50 mole), and 396 ml of 1.89N (0.75 mole) of 3-dimethylaminopropyl chloride in toluene in a procedure described for Example 2, part A, gives 69.0 g (66%) of colorless product, bp 155°-158°/3 mm. Starting materials: O=C([O-])[O-], C=CCn1c(N)nc(N2CCc3ccccc3CC2)c(C#N)c1=O, CCI, CN(C)C=O, [K+], [K+]. Product: C=CCn1c(NCC)nc(N2CCc3ccccc3CC2)c(C#N)c1=O. As a reaction SMILES: [C:28](=[O:29])([O-:30])[O-:31].[CH2:1]([CH:2]=[CH2:3])[n:4]1[c:5]([NH2:24])[n:6][c:7]([N:13]2[CH2:14][CH2:15][c:16]3[c:17]([cH:20][cH:21][cH:22][cH:23]3)[CH2:18][CH2:19]2)[c:8]([C:11]#[N:12])[c:9]1=[O:10].[CH2:25]([CH3:26])[I:27].[CH3:34][N:35]([CH3:36])[CH:37]=[O:38].[K+:32].[K+:33]>>[CH2:1]([CH:2]=[CH2:3])[n:4]1[c:5]([NH:24][CH2:25][CH3:26])[n:6][c:7]([N:13]2[CH2:14][CH2:15][c:16]3[c:17]([cH:20][cH:21][cH:22][cH:23]3)[CH2:18][CH2:19]2)[c:8]([C:11]#[N:12])[c:9]1=[O:10]. Reaction SMILES: [CH2:18]1[CH2:19][O:20][CH2:21][CH2:22][NH:23]1.[CH3:24][S:25]([CH3:26])=[O:27].[Cl:1][c:2]1[c:3]([F:17])[cH:4][c:5]2[c:6](=[O:16])[c:7]([C:13](=[O:14])[OH:15])[cH:8][n:9]([CH3:12])[c:10]2[cH:11]1>>[c:2]1([N:23]2[CH2:18][CH2:19][O:20][CH2:21][CH2:22]2)[c:3]([F:17])[cH:4][c:5]2[c:6](=[O:16])[c:7]([C:13](=[O:14])[OH:15])[cH:8][n:9]([CH3:12])[c:10]2[cH:11]1. The product is Cn1cc(C(=O)O)c(=O)c2cc(F)c(N3CCOCC3)cc21. Reactants: C1COCCN1, CS(C)=O, Cn1cc(C(=O)O)c(=O)c2cc(F)c(Cl)cc21. Starting materials: C(C)N1N=C(C=2C1=NC1=CC=CC=C1C2Cl)C (1-ethyl-3-methyl-4-chloro-1H-pyrazolo[3,4-b] quinoline), C(C1=CC=CC=C1)N (benzylamine), Cl (HCl), [NH4+].[OH-] (NH4OH). The solvent is CS(=O)C (DMSO), C(Cl)Cl (CH2Cl2), O (water). Reaction conditions: temperature 80 celsius. The product is C(C)N1N=C(C=2C1=NC1=CC=CC=C1C2NCC2=CC=CC=C2)C.Cl (1-ethyl-3-methyl-N-(phenylmethyl)-1H-pyrazolo[3,4-b]quinolin-4-amine·HCl). Isolated yield 59.3%. Reaction SMILES: [CH2:1]([N:3]1[C:7]2=[N:8][C:9]3[C:14]([C:15]([Cl:16])=[C:6]2[C:5]([CH3:17])=[N:4]1)=[CH:13][CH:12]=[CH:11][CH:10]=3)[CH3:2].[CH2:18]([NH2:25])[C:19]1[CH:24]=[CH:23][CH:22]=[CH:21][CH:20]=1.[NH4+].[OH-].Cl>C(Cl)Cl.O.CS(C)=O>[CH2:1]([N:3]1[C:7]2=[N:8][C:9]3[C:14]([C:15]([NH:25][CH2:18][C:19]4[CH:24]=[CH:23][CH:22]=[CH:21][CH:20]=4)=[C:6]2[C:5]([CH3:17])=[N:4]1)=[CH:13][CH:12]=[CH:11][CH:10]=3)[CH3:2].[ClH:16] |f:2.3,8.9|. Procedure details: A mixture of 1-ethyl-3-methyl-4-chloro-1H-pyrazolo[3,4-b] quinoline (1.0 g, 4.3 mmol), DMSO (3 ml) and benzylamine (0.98 ml, 9 mmol) was heated at 80° C. overnight. The reaction mixture was poured into water (100 ml), then NH4OH (0.5 ml) was added. The mixture was extracted with CH2Cl2 (200 ml) and the CH2Cl2 was concentrated to about 20 ml and then this solution was purified by column chromatography on silica gel, followed by high pressure liquid chromatography eluting with 20% ethyl acetate/he... Starting materials: O=C(c1cc(Br)cs1)C1CC1, Cl, [K+], NN, [OH-], O, O, OCCO. Yields the product Brc1csc(CC2CC2)c1. Reaction SMILES: [Br:1][c:2]1[cH:3][c:4]([C:7](=[O:8])[CH:9]2[CH2:10][CH2:11]2)[s:5][cH:6]1.[ClH:17].[K+:13].[NH2:15][NH2:16].[OH-:12].[OH2:14].[OH2:22].[OH:18][CH2:19][CH2:20][OH:21]>>[Br:1][c:2]1[cH:3][c:4]([CH2:7][CH:9]2[CH2:10][CH2:11]2)[s:5][cH:6]1.